describe an organic reaction: reactants, conditions, products, and yield From a dataset of the Open Reaction Database (ORD), a public repository of structured organic reaction records. As a reaction SMILES: [Br-:33].[CH2:34]([CH3:35])[Mg+:36].[CH2:39]1[O:40][CH2:41][CH2:42][CH2:43]1.[Cl-:37].[NH4+:38].[OH:1][CH2:2][c:3]1[cH:4][c:5]([CH2:6][O:7][c:8]2[cH:9][cH:10][c:11]([CH3:27])[c:12](-[c:14]3[c:15]([CH2:24][CH2:25][CH3:26])[cH:16][c:17]([C:20]([CH2:21][CH3:22])=[O:23])[cH:18][cH:19]3)[cH:13]2)[cH:28][cH:29][c:30]1[CH2:31][OH:32]>>[OH:1][CH2:2][c:3]1[cH:4][c:5]([CH2:6][O:7][c:8]2[cH:9][cH:10][c:11]([CH3:27])[c:12](-[c:14]3[c:15]([CH2:24][CH2:25][CH3:26])[cH:16][c:17]([C:20]([CH2:21][CH3:22])([OH:23])[CH2:34][CH3:35])[cH:18][cH:19]3)[cH:13]2)[cH:28][cH:29][c:30]1[CH2:31][OH:32]. The reactants are [Br-], CC[Mg+], C1CCOC1, [Cl-], [NH4+], CCCc1cc(C(=O)CC)ccc1-c1cc(OCc2ccc(CO)c(CO)c2)ccc1C. Yields the product CCCc1cc(C(O)(CC)CC)ccc1-c1cc(OCc2ccc(CO)c(CO)c2)ccc1C. The reactants are CN(C)C=O, C=CCC(C(=O)O)c1ccc(Cl)c(Cl)c1, O=C(Cl)C(=O)Cl, ClCCl. RXN SMILES: [CH3:16][N:17]([CH3:18])[CH:19]=[O:20].[Cl:1][c:2]1[cH:3][c:4]([CH:9]([C:10](=[O:11])[OH:12])[CH2:13][CH:14]=[CH2:15])[cH:5][cH:6][c:7]1[Cl:8].[Cl:21][C:22]([C:23]([Cl:24])=[O:25])=[O:26].[Cl:27][CH2:28][Cl:29]>>[Cl:1][c:2]1[cH:3][c:4]([CH:9]([C:10](=[O:11])[Cl:21])[CH2:13][CH:14]=[CH2:15])[cH:5][cH:6][c:7]1[Cl:8]. The product is C=CCC(C(=O)Cl)c1ccc(Cl)c(Cl)c1.